From a dataset of the Open Reaction Database (ORD), a public repository of structured organic reaction records. describe an organic reaction: reactants, conditions, products, and yield Reactants: BrC1=CN(C(C2=C(C=C(C=C12)OC)C1=C(C(=O)[O-])C=CC(=C1)C(F)(F)F)=O)C1=CC=C(C=C1)OC (4-Bromo-6-methoxy-2-(4-methoxyphenyl)-1-oxo-1,2-dihydroisoquinolin-8-yl-4-(trifluoromethyl)benzoate), O (water), C(Cl)Cl (methylene chloride), B(Br)(Br)Br (BBr3). Product: BrC1=CN(C(C2=C(C=C(C=C12)O)O)=O)C1=CC=C(C=C1)O (4-bromo-6,8-dihydroxy-2-(4-hydroxyphenyl) isoquinolin-1(2H)-one). Yield: 16.7%. Reaction SMILES: [Br:1][C:2]1[C:11]2[C:6](=[C:7](C3C=C(C(F)(F)F)C=CC=3C([O-])=O)[CH:8]=[C:9]([O:12]C)[CH:10]=2)[C:5](=[O:27])[N:4]([C:28]2[CH:33]=[CH:32][C:31]([O:34]C)=[CH:30][CH:29]=2)[CH:3]=1.C(Cl)Cl.B(Br)(Br)Br.[OH2:43]>>[Br:1][C:2]1[C:11]2[C:6](=[C:7]([OH:43])[CH:8]=[C:9]([OH:12])[CH:10]=2)[C:5](=[O:27])[N:4]([C:28]2[CH:33]=[CH:32][C:31]([OH:34])=[CH:30][CH:29]=2)[CH:3]=1. Procedure: 4-Bromo-6-methoxy-2-(4-methoxyphenyl)-1-oxo-1,2-dihydroisoquinolin-8-yl-4-(trifluoromethyl)benzoate (0.47 g, 0.86 mmol) was placed in a dry 250 mL single-necked round-bottomed flask fitted with a stirring bar and sealed with a septa. Anhydrous methylene chloride (20 mL) was added via a syringe at room temperature. BBr3 (8.60 mL of 1.0 M CH2Cl2 solution, 8.60 mmol) was added drop wise with stirring at room temperature. The resulting solution was heated to reflux for 20 hours and then stirred at r... Reactants: ClC1=C(C(=CC=C1)C)O (2-chloro-6-methylphenol), ClC=1C=C(CCl)C=CC1Cl (3,4-dichlorobenzylchloride). The solvent is O (water). Reaction conditions: temperature 60 celsius, time 5.5 hour. Product: ClC1=C(C(=CC(=C1)CC1=CC(=C(C=C1)Cl)Cl)C)O (2-chloro-6-methyl-4-(3',4'-dichlorobenzyl)-phenol). RXN SMILES: [Cl:1][C:2]1[CH:7]=[CH:6][CH:5]=[C:4]([CH3:8])[C:3]=1[OH:9].[Cl:10][C:11]1[CH:12]=[C:13]([CH:16]=[CH:17][C:18]=1[Cl:19])[CH2:14]Cl>O>[Cl:1][C:2]1[CH:7]=[C:6]([CH2:14][C:13]2[CH:16]=[CH:17][C:18]([Cl:19])=[C:11]([Cl:10])[CH:12]=2)[CH:5]=[C:4]([CH3:8])[C:3]=1[OH:9]. Procedure details: 90.4 g (0.63 mol) 2-chloro-6-methylphenol are brought to reaction with 149.4 g (0.765 mol) 3,4-dichlorobenzylchloride and 2.4 g water-free, finely mortared ZnCL2 without solvent. After stirring 5-6 h at 60° C. the reaction mixture is subsequently worked up by washing three times, each with 100 ml water. Reactants: FC1=C(O[C@@H]2C(N(CC2)C2CCN(CC2)C(=O)OC(C)(C)C)=O)C=CC(=C1)C=1OC(=NN1)C ((S)-tert-butyl 4-(3-(2-fluoro-4-(5-methyl-1,3,4-oxadiazol-2-yl)phenoxy)-2-oxopyrrolidin-1-yl)piperidine-1-carboxylate), C(=O)(C(F)(F)F)O (TFA). Solvent: C(Cl)Cl (CH2Cl2). Reaction conditions: time 1 hour. Product: FC(C(=O)O)(F)F.FC1=C(O[C@@H]2C(N(CC2)C2CCNCC2)=O)C=CC(=C1)C=1OC(=NN1)C ((S)-3-(2-fluoro-4-(5-methyl-1,3,4-oxadiazol-2-yl)phenoxy)-1-(piperidin-4-yl)pyrrolidin-2-one 2,2,2-trifluoroacetate). As a reaction SMILES: [F:1][C:2]1[CH:27]=[C:26]([C:28]2[O:29][C:30]([CH3:33])=[N:31][N:32]=2)[CH:25]=[CH:24][C:3]=1[O:4][C@H:5]1[CH2:9][CH2:8][N:7]([CH:10]2[CH2:15][CH2:14][N:13](C(OC(C)(C)C)=O)[CH2:12][CH2:11]2)[C:6]1=[O:23].[C:34]([OH:40])([C:36]([F:39])([F:38])[F:37])=[O:35]>C(Cl)Cl>[F:37][C:36]([F:39])([F:38])[C:34]([OH:40])=[O:35].[F:1][C:2]1[CH:27]=[C:26]([C:28]2[O:29][C:30]([CH3:33])=[N:31][N:32]=2)[CH:25]=[CH:24][C:3]=1[O:4][C@H:5]1[CH2:9][CH2:8][N:7]([CH:10]2[CH2:11][CH2:12][NH:13][CH2:14][CH2:15]2)[C:6]1=[O:23] |f:3.4|. Procedure: (S)-tert-butyl 4-(3-(2-fluoro-4-(5-methyl-1,3,4-oxadiazol-2-yl)phenoxy)-2-oxopyrrolidin-1-yl)piperidine-1-carboxylate (680 mg, 1.48 mmol) was dissolved in CH2Cl2 (10 mL) and TFA (4 mL) was added and stirred at ambient temperature for 1 hour and then concentrated in vacuo to afford crude (S)-3-(2-fluoro-4-(5-methyl-1,3,4-oxadiazol-2-yl)phenoxy)-1-(piperidin-4-yl)pyrrolidin-2-one 2,2,2-trifluoroacetate as an oil which was taken forward without further purification.